This data is from the Open Reaction Database (ORD), a public repository of structured organic reaction records. The task is: describe an organic reaction: reactants, conditions, products, and yield The reactants are BrB(Br)Br, ClCCl, CO, COc1ccc2sc3c([N+](=O)[O-])ccc(Cl)c3c(=O)c2c1. The product is O=c1c2cc(O)ccc2sc2c([N+](=O)[O-])ccc(Cl)c12. As a reaction SMILES: [B:22]([Br:23])([Br:24])[Br:25].[CH2:28]([Cl:29])[Cl:30].[CH3:26][OH:27].[Cl:1][c:2]1[cH:3][cH:4][c:5]([N+:19](=[O:20])[O-:21])[c:6]2[s:7][c:8]3[cH:9][cH:10][c:11]([O:17][CH3:18])[cH:12][c:13]3[c:14](=[O:16])[c:15]12>>[Cl:1][c:2]1[cH:3][cH:4][c:5]([N+:19](=[O:20])[O-:21])[c:6]2[s:7][c:8]3[cH:9][cH:10][c:11]([OH:17])[cH:12][c:13]3[c:14](=[O:16])[c:15]12. The reactants are C(=O)(OCC1=CC=CC=C1)N(CC(=O)OCCCC)CP(=O)(OCl)OCl (Butyl N-carbobenzoxy-N-(dichlorophosphonomethyl)glycinate), C(CCCC)S (pentanethiol), C(Cl)Cl (methylene chloride). Solvent: C(C)OCC (diethyl ether), C(C)N(CC)CC (Triethylamine), C(C)OCC (diethyl ether). Run at time 16 hour. The product is C(=O)(OCC1=CC=CC=C1)N(CC(=O)OCCCC)CP(=O)(OSCCCCC)OSCCCCC (n-butyl N-carbobenzoxy-N-[di-(n-pentylthio)phosphonomethyl]glycinate). Reaction SMILES: [C:1]([N:11]([CH2:20][P:21]([O:25]Cl)([O:23]Cl)=[O:22])[CH2:12][C:13]([O:15][CH2:16][CH2:17][CH2:18][CH3:19])=[O:14])([O:3][CH2:4][C:5]1[CH:10]=[CH:9][CH:8]=[CH:7][CH:6]=1)=[O:2].[CH2:27]([SH:32])[CH2:28][CH2:29][CH2:30][CH3:31].C(Cl)Cl>C(OCC)C.C(N(CC)CC)C>[C:1]([N:11]([CH2:20][P:21]([O:25][S:32][CH2:27][CH2:28][CH2:29][CH2:30][CH3:31])([O:23][S:32][CH2:27][CH2:28][CH2:29][CH2:30][CH3:31])=[O:22])[CH2:12][C:13]([O:15][CH2:16][CH2:17][CH2:18][CH3:19])=[O:14])([O:3][CH2:4][C:5]1[CH:10]=[CH:9][CH:8]=[CH:7][CH:6]=1)=[O:2]. Procedure: Butyl N-carbobenzoxy-N-(dichlorophosphonomethyl)glycinate (13.25 g., 0.34 mole) and pentanethiol (6.96 g., 0.67 mole) were dissolved in 100 ml. of diethyl ether and 50 ml. of methylene chloride. Triethylamine (6.76 g) dissolved in 100 ml. of diethyl ether was then added. The reaction mixture was stirred for 16 hours at ambient temperatures and then filtered. The filtrate was washed with 3% ammonium hydroxide, then with brine, then with 5% hydrochloric acid and then the brine and the ether soluti... Yield: 28.8%. Yields the product C(=O)(OC(C)(C)C)NOC(C(=O)O)C1=CC=CC=C1 (N-Boc-aminooxy-phenyl-acetic acid). Run at time 3 hour. Solvent: CO (MeOH). The reactants are C(C1=CC=CC=C1)OC(C(C1=CC=CC=C1)ONC(=O)OC(C)(C)C)=O (N-Boc-aminooxy-phenyl-acetic acid benzyl ester), [OH-].[Na+] (NaOH), Cl (HCl). Reported procedure: A mixture of the compound from Step 4c (2.8 g, 7.8 mmol) and 1 N NaOH (15 mL, 15 mmol) in MeOH (30 mL) was stirred at room temperature for 3 hours. The reaction mixture was neutralized by 2 N HCl to pH ˜2. The resulting mixture was extracted with EtOAc (50 mL×3). The combined organic phases were washed with NH4Cl and brine, dried (Na2SO4) and filtered. The filtrate was concentrated and residue was purified by flash chromatography (silica gel, EtOAc/CH2Cl2=1/4) giving 0.6 g (29%) of the title com... RXN SMILES: C([O:8][C:9](=[O:26])[CH:10]([O:17][NH:18][C:19]([O:21][C:22]([CH3:25])([CH3:24])[CH3:23])=[O:20])[C:11]1[CH:16]=[CH:15][CH:14]=[CH:13][CH:12]=1)C1C=CC=CC=1.[OH-].[Na+].Cl>CO>[C:19]([NH:18][O:17][CH:10]([C:11]1[CH:16]=[CH:15][CH:14]=[CH:13][CH:12]=1)[C:9]([OH:26])=[O:8])([O:21][C:22]([CH3:25])([CH3:24])[CH3:23])=[O:20] |f:1.2|.